Dataset: the Open Reaction Database (ORD), a public repository of structured organic reaction records. Task: describe an organic reaction: reactants, conditions, products, and yield Starting materials: CN([SiH](C)C)[Si](C)(C)C, Sc1ccc(Cl)c(Cl)c1, N, O=P(NP(=O)(Oc1ccccc1)Oc1ccccc1)(Oc1ccccc1)Oc1ccccc1. The product is C[Si](C)(C)Sc1ccc(Cl)c(Cl)c1. RXN SMILES: [CH3:10][SiH:11]([CH3:12])[N:17]([Si:13]([CH3:14])([CH3:15])[CH3:16])[CH3:18].[Cl:1][c:2]1[cH:3][c:4]([SH:9])[cH:5][cH:6][c:7]1[Cl:8].[NH3:52].[c:19]1([O:20][P:21]([NH:22][P:23]([O:24][c:25]2[cH:26][cH:27][cH:28][cH:29][cH:30]2)([O:31][c:32]2[cH:33][cH:34][cH:35][cH:36][cH:37]2)=[O:38])(=[O:39])[O:40][c:41]2[cH:42][cH:43][cH:44][cH:45][cH:46]2)[cH:47][cH:48][cH:49][cH:50][cH:51]1>>[Cl:1][c:2]1[cH:3][c:4]([S:9][Si:13]([CH3:14])([CH3:15])[CH3:16])[cH:5][cH:6][c:7]1[Cl:8]. Reactants: [H-].[Na+] (sodium hydride), CN(C=O)C (dimethylformamide), N1C(C=CC2=CC=CC=C12)=O (1H-quinolin-2-one), BrCCCCCl (1-bromo-4-chlorobutane). Solvent: O (Water). Product: ClCCCCN1C(C=CC2=CC=CC=C12)=O (1-(4-chlorobutyl)-1H-quinolin-2-one). Reaction SMILES: [H-].[Na+].CN(C)C=O.[NH:8]1[C:17]2[C:12](=[CH:13][CH:14]=[CH:15][CH:16]=2)[CH:11]=[CH:10][C:9]1=[O:18].Br[CH2:20][CH2:21][CH2:22][CH2:23][Cl:24]>O>[Cl:24][CH2:23][CH2:22][CH2:21][CH2:20][N:8]1[C:17]2[C:12](=[CH:13][CH:14]=[CH:15][CH:16]=2)[CH:11]=[CH:10][C:9]1=[O:18] |f:0.1|. Procedure: 0.30 g of sodium hydride (60% oily) was added to a dimethylformamide (20 ml) solution of 1.0 g of 1H-quinolin-2-one while being stirred under ice-cooling and stirred at room temperature for 0.5 hour, and after that 1.6 ml of 1-bromo-4-chlorobutane was added and stirred at room temperature for 14 hours. Water was added to the reaction solution, which was then extracted with ethyl acetate and, after washed with water, dried over magnesium sulfate, and the solvent was evaporated under reduced press... Starting materials: [BH4-], CC(C)(C)c1cc(F)c2c(=O)n(-c3cccc(Cl)c3C=O)ncc2c1, CC(C)O, ClCCl, [Na+]. Product: CC(C)(C)c1cc(F)c2c(=O)n(-c3cccc(Cl)c3CO)ncc2c1. As a reaction SMILES: [BH4-:30].[C:1]([CH3:2])([CH3:3])([CH3:4])[c:5]1[cH:6][c:7]2[cH:8][n:9][n:10](-[c:17]3[c:18]([CH:19]=[O:20])[c:21]([Cl:25])[cH:22][cH:23][cH:24]3)[c:11](=[O:16])[c:12]2[c:13]([F:15])[cH:14]1.[CH:26]([OH:27])([CH3:28])[CH3:29].[Cl:32][CH2:33][Cl:34].[Na+:31]>>[C:1]([CH3:2])([CH3:3])([CH3:4])[c:5]1[cH:6][c:7]2[cH:8][n:9][n:10](-[c:17]3[c:18]([CH2:19][OH:20])[c:21]([Cl:25])[cH:22][cH:23][cH:24]3)[c:11](=[O:16])[c:12]2[c:13]([F:15])[cH:14]1. Starting materials: CCO[Si](CC)(OCC)OCC, CC(C)[Mg+], [Cl-], NC1CCCCC1, C1CCOC1. Yields the product CCO[Si](CC)(NC1CCCCC1)OCC. As a reaction SMILES: [CH2:13]([CH3:14])[Si:15]([O:16][CH2:17][CH3:18])([O:19][CH2:20][CH3:21])[O:22][CH2:23][CH3:24].[CH:2]([Mg+:3])([CH3:4])[CH3:5].[Cl-:1].[NH2:6][CH:7]1[CH2:8][CH2:9][CH2:10][CH2:11][CH2:12]1.[O:25]1[CH2:26][CH2:27][CH2:28][CH2:29]1>>[NH:6]([CH:7]1[CH2:8][CH2:9][CH2:10][CH2:11][CH2:12]1)[Si:15]([CH2:13][CH3:14])([O:16][CH2:17][CH3:18])[O:19][CH2:20][CH3:21]. Starting materials: C1CCOC1, CCOCC, CO, CCOC(=O)C=C(C)C#C[Se]c1ccc2c(c1)C(C)(C)CCC2(C)C, Cl, [Li+], [OH-], O, O. The product is CC(C#C[Se]c1ccc2c(c1)C(C)(C)CCC2(C)C)=CC(=O)O. RXN SMILES: [CH2:32]1[O:33][CH2:34][CH2:35][CH2:36]1.[CH2:38]([O:39][CH2:40][CH3:41])[CH3:42].[CH3:28][OH:29].[CH3:3][C:4](=[CH:5][C:6](=[O:7])[O:8][CH2:9][CH3:10])[C:11]#[C:12][Se:13][c:14]1[cH:15][c:16]2[c:21]([cH:22][cH:23]1)[C:20]([CH3:24])([CH3:25])[CH2:19][CH2:18][C:17]2([CH3:26])[CH3:27].[ClH:31].[Li+:1].[OH-:2].[OH2:30].[OH2:37]>>[CH3:3][C:4](=[CH:5][C:6](=[O:7])[OH:8])[C:11]#[C:12][Se:13][c:14]1[cH:15][c:16]2[c:21]([cH:22][cH:23]1)[C:20]([CH3:24])([CH3:25])[CH2:19][CH2:18][C:17]2([CH3:26])[CH3:27]. Starting materials: FC1=C(C=C(C=O)C=C1)C(F)(F)F (4-fluoro-3-trifluoromethylbenzaldehyde), CN (methylamine), S(=O)(=O)([O-])[O-].[Mg+2] (magnesium sulfate), [BH4-].[Na+] (sodium borohydride). Solvent: CO (methanol). Run at time 8 hour. Product: FC1=C(C=C(CNC)C=C1)C(F)(F)F (N-(4-fluoro-3-trifluoromethylbenzyl)-N-methylamine). RXN SMILES: [F:1][C:2]1[CH:9]=[CH:8][C:5]([CH:6]=O)=[CH:4][C:3]=1[C:10]([F:13])([F:12])[F:11].[CH3:14][NH2:15].S([O-])([O-])(=O)=O.[Mg+2].[BH4-].[Na+]>CO>[F:1][C:2]1[CH:9]=[CH:8][C:5]([CH2:6][NH:15][CH3:14])=[CH:4][C:3]=1[C:10]([F:13])([F:12])[F:11] |f:2.3,4.5|. Procedure: 1.9 g of 4-fluoro-3-trifluoromethylbenzaldehyde, 30 ml of methylamine and 2 g of magnesium sulfate were stirred at room temperature for 2 h, the excess methylamine for the most part evaporating. The reaction mixture was diluted with ether, filtered and concentrated in vacuo. The methylbenzimine thus obtained was dissolved in 30 ml of methanol and, after addition of 2.0 g of sodium borohydride, the mixture was stirred overnight. It was concentrated in vacuo, and the residue was treated with 20 ml...